This data is from the Open Reaction Database (ORD), a public repository of structured organic reaction records. The task is: describe an organic reaction: reactants, conditions, products, and yield The reactants are ice water, FC1=CC=C(C(=O)O)C=C1 (4-Fluoro-benzoic acid), ClS(=O)(=O)O (chlorosulfonic acid), [Cl-].[Na+] (sodium chloride). Run at temperature 160 celsius. Yields the product ClS(=O)(=O)C=1C=C(C(=O)O)C=CC1F (3-Chlorosulfonyl-4-fluoro benzoic acid). Isolated yield 51.5%. RXN SMILES: [F:1][C:2]1[CH:10]=[CH:9][C:5]([C:6]([OH:8])=[O:7])=[CH:4][CH:3]=1.[Cl:11][S:12](O)(=[O:14])=[O:13].[Cl-].[Na+]>>[Cl:11][S:12]([C:3]1[CH:4]=[C:5]([CH:9]=[CH:10][C:2]=1[F:1])[C:6]([OH:8])=[O:7])(=[O:14])=[O:13] |f:2.3|. Procedure details: 4-Fluoro-benzoic acid (8 g, 57 mmol) is added carefully to chlorosulfonic acid (58 g, 498 mmol) then sodium chloride (10 g, 169 mmol) is added in small portions. After complete addition, the reaction is heated at 160° C. for 5 h. The reaction mixture is cooled down and poured into ice-water. A white solid precipitate is collected and redissolved in ethyl acetate. The organic layer is washed with a saturated sodium chloride solution, dried over magnesium sulfate, filtered, and the solvent is remo...